describe an organic reaction: reactants, conditions, products, and yield From a dataset of the Open Reaction Database (ORD), a public repository of structured organic reaction records. The reactants are [Cl-].[Na+] (sodium chloride), C(C1=CC=CC=C1)Cl (Benzyl chloride), aqueous solution, [OH-].[Na+] (sodium hydroxide), C(C)(=O)[O-].[Na+] (sodium acetate). The reagents and catalysts are S([O-])(O)(=O)=O.C(CCC)[N+](CCCC)(CCCC)CCCC (tetra-n-butylammonium bisulfate). Reaction conditions: temperature 60 celsius. The product is C(C1=CC=CC=C1)OCC1=CC=CC=C1 (dibenzyl ether). Reaction SMILES: [CH2:1](Cl)[C:2]1[CH:7]=[CH:6][CH:5]=[CH:4][CH:3]=1.[OH-].[Na+].[C:11]([O-:14])(=O)[CH3:12].[Na+].[Cl-].[Na+]>S(=O)(=O)(O)[O-].C([N+](CCCC)(CCCC)CCCC)CCC>[CH2:1]([O:14][CH2:11][C:12]1[CH:6]=[CH:7][CH:2]=[CH:3][CH:4]=1)[C:2]1[CH:7]=[CH:6][CH:5]=[CH:4][CH:3]=1 |f:1.2,3.4,5.6,7.8|. Reported procedure: Benzyl chloride (12.6 g; 0.1 mole), a 50 percent aqueous solution of sodium hydroxide (35 g; 0.44 mole), tetra-n-butylammonium bisulfate (1.7 g. 0.005 mole), and sodium acetate (0.4 g; 0.005 mole) were added to a reaction vessel fitted with a thermometer and magnetic stirrer. The contents were then stirred and heated to 60° C. The reaction was slightly exothermic raising the temperature of the reaction mass to 63° C. The reaction mass was sampled at various intervals and the samples were analyze... Procedure details: To 36 g of phenoxyacetaldehyde dimethyl acetal was added, dropwise, 40 ml of acetyl chloride and 0.5 ml of thionyl chloride. After 15 h at room temperature the solution was evaporated and the residue distilled under vacuum, 110°-120° C./1 mm, to yield the title compound as a colourless oil. Starting materials: COC(COC1=CC=CC=C1)OC (phenoxyacetaldehyde dimethyl acetal), S(=O)(Cl)Cl (thionyl chloride). RXN SMILES: [CH3:1][O:2][CH:3](OC)[CH2:4][O:5][C:6]1[CH:11]=[CH:10][CH:9]=[CH:8][CH:7]=1.S(Cl)([Cl:16])=O>C(Cl)(=O)C>[Cl:16][CH:3]([O:2][CH3:1])[CH2:4][O:5][C:6]1[CH:11]=[CH:10][CH:9]=[CH:8][CH:7]=1. The product is ClC(COC1=CC=CC=C1)OC (1-Chloro-1-methoxy-2-phenoxyethane). Solvent: C(C)(=O)Cl (acetyl chloride). Reaction SMILES: [BrH:29].[CH3:1][O:2][c:3]1[cH:4][c:5]([O:23][CH3:24])[cH:25][cH:26][c:27]1[CH2:28][NH:6][c:7]1[n:8][n:9][c:10](-[c:17]2[cH:18][cH:19][cH:20][cH:21][cH:22]2)[c:11]2[cH:12][cH:13][cH:14][cH:15][c:16]12.[CH3:31][C:32](=[O:33])[OH:34].[OH2:30]>>[NH2:6][c:7]1[n:8][n:9][c:10](-[c:17]2[cH:18][cH:19][cH:20][cH:21][cH:22]2)[c:11]2[cH:12][cH:13][cH:14][cH:15][c:16]12. The reactants are Br, COc1ccc(CNc2nnc(-c3ccccc3)c3ccccc23)c(OC)c1, CC(=O)O, O. Product: Nc1nnc(-c2ccccc2)c2ccccc12. The reactants are C1(CC1)C1=CC(=NN1)NC1=NC(=C(C#N)C=C1F)N[C@@H](CO)C1=CC=C(C=C1)F ((R)-6-(5-Cyclopropyl-1H-pyrazol-3-ylamino)-5-fluoro-2-(1-(4-fluorophenyl)-2-hydroxyethylamino)nicotinonitrile), OO (H2O2), aqueous solution, [OH-].[K+] (KOH). The solvent is CO (MeOH). Reaction conditions: temperature 65 celsius. The product is C1(CC1)C1=CC(=NN1)NC1=NC(=C(C(=O)N)C=C1F)N[C@@H](CO)C1=CC=C(C=C1)F ((R)-6-(5-Cyclopropyl-1H-pyrazol-3-ylamino)-5-fluoro-2-(1-(4-fluorophenyl)-2-hydroxyethylamino)nicotinamide). Isolated yield 78.4%. As a reaction SMILES: [CH:1]1([C:4]2[NH:8][N:7]=[C:6]([NH:9][C:10]3[C:17]([F:18])=[CH:16][C:13]([C:14]#[N:15])=[C:12]([NH:19][C@H:20]([C:23]4[CH:28]=[CH:27][C:26]([F:29])=[CH:25][CH:24]=4)[CH2:21][OH:22])[N:11]=3)[CH:5]=2)[CH2:3][CH2:2]1.[OH-:30].[K+].OO>CO>[CH:1]1([C:4]2[NH:8][N:7]=[C:6]([NH:9][C:10]3[C:17]([F:18])=[CH:16][C:13]([C:14]([NH2:15])=[O:30])=[C:12]([NH:19][C@H:20]([C:23]4[CH:28]=[CH:27][C:26]([F:29])=[CH:25][CH:24]=4)[CH2:21][OH:22])[N:11]=3)[CH:5]=2)[CH2:3][CH2:2]1 |f:1.2|. Procedure: (R)-6-(5-Cyclopropyl-1H-pyrazol-3-ylamino)-5-fluoro-2-(1-(4-fluorophenyl)-2-hydroxyethylamino)nicotinonitrile (Example 6; 0.07 g, 0.2 mmol), was placed in MeOH (5 ml) at 25° C. A 25% aqueous solution (0.2 ml) of KOH (50 mg) was then added, followed by the addition of 0.05 ml of 30% H2O2. The resulting dark red solution was heated to 65° C. for 1 h, cooled to 25° C., and concentrated. The resulting residue was dissolved in EtOAc (50 ml), washed with water (30 ml), dried, filtered, and concentrate... Reactants: C1=CC=CC=C1 (benzene), BrBr (bromine), C1=CC=CC=C1 (benzene), C1(CCCCCN1)=O (6-hexanolactam), P(Br)(Br)Br (phosphorus tribromide). Run at temperature 10 celsius, time 60 minute. The product is BrC1C(=O)NCCCC1 (2-bromo-6-hexanolactam). RXN SMILES: C1C=CC=CC=1.[Br:7]Br.P(Br)(Br)Br.[C:13]1(=[O:20])[NH:19][CH2:18][CH2:17][CH2:16][CH2:15][CH2:14]1>>[Br:7][CH:14]1[CH2:15][CH2:16][CH2:17][CH2:18][NH:19][C:13]1=[O:20]. Procedure: A benzene (50 g; manufactured by JUNSEI CHEMICAL Co., Ltd.) solution in which 240 g (1.5 mol) of bromine (manufactured by JUNSEI CHEMICAL Co., Ltd.) were dissolved was cooled with ice to 10° C. To the cooled solution, 450 g (1.6 mol) of 90% phosphorus tribromide (manufactured by Wako Pure Chemical Industries Ltd.) were added while the temperature of the reaction solution was maintained at 10° C. or less, and the resultant reaction solution was stirred for 60 minutes. Into the reaction solution, ... Reactants: O=C1NC(C2=CC=CC=C12)CC(=O)O ((3-oxo-2,3-dihydro-1H-isoindol-1-yl)-acetic acid), OS(=O)(=O)O (H2SO4), CO (methanol). Conditions: time 16 hour. Product: COC(CC1NC(C2=CC=CC=C12)=O)=O ((3-Oxo-2,3-dihydro-1H-isoindol-1-yl)-acetic acid methyl ester), oil. The yield is 98.0%. As a reaction SMILES: [O:1]=[C:2]1[C:10]2[C:5](=[CH:6][CH:7]=[CH:8][CH:9]=2)[CH:4]([CH2:11][C:12]([OH:14])=[O:13])[NH:3]1.OS(O)(=O)=O.[CH3:20]O>>[CH3:20][O:13][C:12](=[O:14])[CH2:11][CH:4]1[C:5]2[C:10](=[CH:9][CH:8]=[CH:7][CH:6]=2)[C:2](=[O:1])[NH:3]1. Procedure: To a solution of (3-oxo-2,3-dihydro-1H-isoindol-1-yl)-acetic acid (2.0 g, 10.4 mmol) in 100 mL methanol was added 2 mL conc. H2SO4 over 5 min. The mixture was stirred at room temperature for 16 h. Solvent was evaporated, the crude oil was dissolved in 200 mL EtOAc, then washed with 50 mL sat'd NaHCO3 and 2×50 mL water. The organic phase was dried (Na2SO4), filtered, and solvent was evaporated. The title compound was isolated as a yellow oil (2.1 g, 98%).